Dataset: the Open Reaction Database (ORD), a public repository of structured organic reaction records. Task: describe an organic reaction: reactants, conditions, products, and yield The reactants are CC(C)(C)OC(=O)N[C@H]1CCCNC1 ((s)-3-n-boc-amino piperidine), C([O-])(O)=O.[Na+] (Sodium bicarbonate), C1CCOC1 (THF), FC1=C(C=C(C=C1)C(F)(F)F)[N+](=O)[O-] (1-fluoro-2-nitro-4-(trifluoromethyl)benzene). The solvent is O (water). Conditions: time 14 hour. Yields the product [N+](=O)([O-])C1=C(C=CC(=C1)C(F)(F)F)N1C[C@H](CCC1)NC(OC(C)(C)C)=O ((S)-tert-butyl 1-(2-nitro-4-(trifluoromethyl)phenyl)piperidin-3-ylcarbamate). As a reaction SMILES: [CH3:1][C:2]([O:5][C:6]([NH:8][C@@H:9]1[CH2:14][NH:13][CH2:12][CH2:11][CH2:10]1)=[O:7])([CH3:4])[CH3:3].C(=O)(O)[O-].[Na+].C1COCC1.F[C:26]1[CH:31]=[CH:30][C:29]([C:32]([F:35])([F:34])[F:33])=[CH:28][C:27]=1[N+:36]([O-:38])=[O:37]>O>[N+:36]([C:27]1[CH:28]=[C:29]([C:32]([F:33])([F:34])[F:35])[CH:30]=[CH:31][C:26]=1[N:13]1[CH2:12][CH2:11][CH2:10][C@H:9]([NH:8][C:6](=[O:7])[O:5][C:2]([CH3:1])([CH3:3])[CH3:4])[CH2:14]1)([O-:38])=[O:37] |f:1.2|. Procedure: To a 200-mL RBF was added (s)-3-n-boc-amino piperidine (10.9 g, 54.4 mmol), Sodium bicarbonate (11.4 g, 136 mmol), THF, and 1-fluoro-2-nitro-4-(trifluoromethyl)benzene (7.62 ml, 54.4 mmol). The yellow mixture was heated to 70° C. with a water-cooled reflux condenser. The orange mixture was allowed to stir for 14 h, and was then cooled to ambient temperature, and filtered through a glass frit, rinsing with EtOAc. Concentration in vacuo afforded an orange oil, which crystallized on standing to an ... Starting materials: C(C1=CC=CC=C1)(=O)N1CCNCC1 (1-benzoylpiperazine), C([O-])([O-])=O.[K+].[K+] (potassium carbonate), CC1(C)CO1 (isobutylene oxide). The solvent is C(C)#N (acetonitrile). Conditions: time 8 hour. Yields the product OC(CN1CCN(CC1)C(=O)C1=CC=CC=C1)(C)C ((4-(2-hydroxy-2-methylpropyl)piperazine-1-yl)phenylmethanone). Reaction SMILES: [C:1]([N:9]1[CH2:14][CH2:13][NH:12][CH2:11][CH2:10]1)(=[O:8])[C:2]1[CH:7]=[CH:6][CH:5]=[CH:4][CH:3]=1.C(=O)([O-])[O-].[K+].[K+].[CH3:21][C:22]1([O:25][CH2:24]1)[CH3:23]>C(#N)C>[OH:25][C:22]([CH3:24])([CH3:23])[CH2:21][N:12]1[CH2:13][CH2:14][N:9]([C:1]([C:2]2[CH:7]=[CH:6][CH:5]=[CH:4][CH:3]=2)=[O:8])[CH2:10][CH2:11]1 |f:1.2.3|. Procedure details: 500 mg (2.63 mmol) 1-benzoylpiperazine and 1.10 g (7.96 mmol, 3.0 eq.) potassium carbonate were suspended to 20 ml acetonitrile at room temperature. After adding 570 mg (7.90 mmol, 3.0 eq.) isobutylene oxide, it was heated at reflux and stirred overnight. After cooling to room temperature and adding 30 ml purified water, it was extracted twice with 30 ml ethylacetate. After collecting organic layer and drying with anhydrous magnesium sulfate, it was concentrated with decompression. The obtained ... Procedure: 5 g of ethyl 1-(3-fluoro-4-pyridyl)-6,7-difluoro-1,4-dihydro-4-oxoquinoline-3-carboxylate is added with 20 ml of water, 30 ml of ethanol and 15 ml of conc. hydrochloric acid and refluxed for 8 hours. After cooling to room temperature and standing for 2 hours, filtering and drying are carried out to obtain 4.2 g of the desired compound. Reaction SMILES: [F:1][C:2]1[CH:3]=[N:4][CH:5]=[CH:6][C:7]=1[N:8]1[C:17]2[C:12](=[CH:13][C:14]([F:19])=[C:15]([F:18])[CH:16]=2)[C:11](=[O:20])[C:10]([C:21]([O:23]CC)=[O:22])=[CH:9]1.O.Cl>C(O)C>[F:1][C:2]1[CH:3]=[N:4][CH:5]=[CH:6][C:7]=1[N:8]1[C:17]2[C:12](=[CH:13][C:14]([F:19])=[C:15]([F:18])[CH:16]=2)[C:11](=[O:20])[C:10]([C:21]([OH:23])=[O:22])=[CH:9]1. The yield is 91.4%. Yields the product FC=1C=NC=CC1N1C=C(C(C2=CC(=C(C=C12)F)F)=O)C(=O)O (1-(3-fluoro-4-pyridyl)-6,7-difluoro-1,4-dihydro-4-oxoquinoline-3-carboxylic acid). Run in C(C)O (ethanol). The reactants are FC=1C=NC=CC1N1C=C(C(C2=CC(=C(C=C12)F)F)=O)C(=O)OCC (ethyl 1-(3-fluoro-4-pyridyl)-6,7-difluoro-1,4-dihydro-4-oxoquinoline-3-carboxylate), O (water), Cl (hydrochloric acid). Conditions: time 2 hour. Reactants: CSC1=CC2=C(CCCCC2=O)C=C1 (3-methylthio-6,7,8,9-tetrahydro-5H-benzocyclohepten-5-one), NC1=CC2=C(CCCCC2=O)C=C1 (3-amino-6,7,8,9-tetrahydro-5H-benzocyclohepten-5-one), CSC=1C=CC2=C(C=C(CCC2)C(=O)OC)C1 (Methyl 2-methylthio-6,7-dihydro-5H-benzocycloheptene-8-carboxylate). The product is CSC=1C=CC2=C(C=C(CCC2)C(=O)OC)C1 (Methyl 2-methylthio-6,7-dihydro-5H-benzocycloheptene-8-carboxylate), CC1CC2=C(C=C(C1)C(=O)OC)C=CC=C2 (Methyl 6-methyl-6,7-dihydro-5H-benzocycloheptene-8-carboxylate). As a reaction SMILES: N[C:2]1C=CC2CCCCC(=O)C=2C=1.[CH3:14][S:15][C:16]1[CH:17]=[CH:18][C:19]2[CH2:25][CH2:24][CH2:23][C:22]([C:26]([O:28][CH3:29])=[O:27])=[CH:21][C:20]=2[CH:30]=1.CSC1C=CC2CCCCC(=O)C=2C=1>>[CH3:14][S:15][C:16]1[CH:17]=[CH:18][C:19]2[CH2:25][CH2:24][CH2:23][C:22]([C:26]([O:28][CH3:29])=[O:27])=[CH:21][C:20]=2[CH:30]=1.[CH3:2][CH:24]1[CH2:23][C:22]([C:26]([O:28][CH3:29])=[O:27])=[CH:21][C:20]2[CH:30]=[CH:16][CH:17]=[CH:18][C:19]=2[CH2:25]1. Procedure details: Methyl 2-methylthio-6,7-dihydro-5H-benzocycloheptene-8-carboxylate was synthesized by carrying out reactions according to the methods described in Reference Example 1, (a) to (c), except for using the 3-methylthio-6,7,8,9-tetrahydro-5H-benzocyclohepten-5-one obtained in the above item (b). The reactants are O=Cc1ccc(Br)cc1, O=C(O)CS(=O)(=O)Cc1ccc(Br)cc1. Product: O=S(=O)(C=Cc1ccc(Br)cc1)Cc1ccc(Br)cc1. RXN SMILES: [Br:16][c:17]1[cH:18][cH:19][c:20]([CH:21]=[O:22])[cH:23][cH:24]1.[Br:1][c:2]1[cH:3][cH:4][c:5]([CH2:6][S:7](=[O:8])(=[O:9])[CH2:10][C:11]([OH:12])=[O:13])[cH:14][cH:15]1>>[Br:1][c:2]1[cH:3][cH:4][c:5]([CH2:6][S:7](=[O:8])(=[O:9])[CH:10]=[CH:11][c:20]2[cH:19][cH:18][c:17]([Br:16])[cH:24][cH:23]2)[cH:14][cH:15]1. Reactants: C(CCCCCCCCCCC)OC1=CC=C(C(=O)O)C=C1 (4-dodecyloxybenzoic acid), P(Br)(Br)Br (phosphorus tribromide), [H-].[H-].[H-].[H-].[Li+].[Al+3] (LiAlH4), C(CCCCCCCCCCC)OC1=CC=C(CO)C=C1 (4-dodecyloxybenzyl alcohol). The product is C(CCCCCCCCCCC)OC1=CC=C(CBr)C=C1 (4-dodecyloxybenzyl bromide). As a reaction SMILES: [CH2:1]([O:13][C:14]1[CH:22]=[CH:21][C:17]([C:18](O)=O)=[CH:16][CH:15]=1)[CH2:2][CH2:3][CH2:4][CH2:5][CH2:6][CH2:7][CH2:8][CH2:9][CH2:10][CH2:11][CH3:12].[H-].[H-].[H-].[H-].[Li+].[Al+3].C(OC1C=CC(CO)=CC=1)CCCCCCCCCCC.P(Br)(Br)[Br:51]>>[CH2:1]([O:13][C:14]1[CH:22]=[CH:21][C:17]([CH2:18][Br:51])=[CH:16][CH:15]=1)[CH2:2][CH2:3][CH2:4][CH2:5][CH2:6][CH2:7][CH2:8][CH2:9][CH2:10][CH2:11][CH3:12] |f:1.2.3.4.5.6|. Procedure details: According to customary procedures, 4-dodecyloxybenzoic acid was reduced with LiAlH4 and the formed 4-dodecyloxybenzyl alcohol was brominated with phosphorus tribromide to obtain 4-dodecyloxybenzyl bromide. Then, 2.0 g of the so-obtained compound was reacted with 1.0 g of p-acetoxyphenol in the presence of NaH in dimethylformamide to obtain 1.2 g of 4-dodecyloxybenzyl(4-acetoxyphenyl) ether. The so-obtained compounds was dissolved in a liquid mixture of tetrahydrofuran and an equimolar amount of ... Starting materials: CO, COC(=O)C(F)(CCC(F)(F)C(F)(F)F)S(=O)(=O)CCC(F)(F)C(F)(F)C(F)(F)F, N. The product is NC(=O)C(F)(CCC(F)(F)C(F)(F)F)S(=O)(=O)CCC(F)(F)C(F)(F)C(F)(F)F. Reaction SMILES: [CH3:32][OH:33].[F:1][C:2]([CH2:3][CH2:4][S:5](=[O:6])(=[O:7])[C:8]([C:9](=[O:10])[O:11][CH3:12])([CH2:13][CH2:14][C:15]([C:16]([F:17])([F:18])[F:19])([F:20])[F:21])[F:22])([C:23]([C:24]([F:25])([F:26])[F:27])([F:28])[F:29])[F:30].[NH3:31]>>[F:1][C:2]([CH2:3][CH2:4][S:5](=[O:6])(=[O:7])[C:8]([C:9](=[O:10])[NH2:31])([CH2:13][CH2:14][C:15]([C:16]([F:17])([F:18])[F:19])([F:20])[F:21])[F:22])([C:23]([C:24]([F:25])([F:26])[F:27])([F:28])[F:29])[F:30]. The reactants are C(CC)C=1NC(=C(C1CCC)C)C(=O)OCC (2,3-di-(n-propyl)-4-methyl-5-carbethoxy-pyrrole), C=O (paraformaldehyde). Yields the product C(CC)C=1NC(=C(C1CCC)C)C (2,3-di-(n-propyl)-4,5-dimethyl-pyrrole). Reaction SMILES: [CH2:1]([C:4]1[NH:5][C:6]([C:13](OCC)=O)=[C:7]([CH3:12])[C:8]=1[CH2:9][CH2:10][CH3:11])[CH2:2][CH3:3].C=O>>[CH2:1]([C:4]1[NH:5][C:6]([CH3:13])=[C:7]([CH3:12])[C:8]=1[CH2:9][CH2:10][CH3:11])[CH2:2][CH3:3]. Procedure details: 2,3-di-(n-propyl)-4-methyl-5-carbethoxy-pyrrole was reductively alkylated with paraformaldehyde to yield 2,3-di-(n-propyl)-4,5-dimethyl-pyrrole. ##STR96##